Task: describe an organic reaction: reactants, conditions, products, and yield. Dataset: the Open Reaction Database (ORD), a public repository of structured organic reaction records The product is CCCc1c(SC(=O)N(C)C)ccc(C(C)=O)c1OCCCC(=O)OCC. RXN SMILES: [Br:20][CH2:21][CH2:22][CH2:23][C:24](=[O:25])[O:26][CH2:27][CH3:28].[C:31](=[O:32])([O-:33])[O-:34].[CH3:1][N:2]([C:3](=[O:4])[S:5][c:6]1[c:7]([CH2:16][CH2:17][CH3:18])[c:8]([OH:15])[c:9]([C:12]([CH3:13])=[O:14])[cH:10][cH:11]1)[CH3:19].[CH3:37][C:38](=[O:39])[CH3:40].[I-:30].[K+:29].[K+:35].[K+:36]>>[CH3:1][N:2]([C:3](=[O:4])[S:5][c:6]1[c:7]([CH2:16][CH2:17][CH3:18])[c:8]([O:15][CH2:21][CH2:22][CH2:23][C:24](=[O:25])[O:26][CH2:27][CH3:28])[c:9]([C:12]([CH3:13])=[O:14])[cH:10][cH:11]1)[CH3:19]. Reactants: CCOC(=O)CCCBr, O=C([O-])[O-], CCCc1c(SC(=O)N(C)C)ccc(C(C)=O)c1O, CC(C)=O, [I-], [K+], [K+], [K+]. Starting materials: BrC=1C=CC2=C(SC3=C2C=CC=C3Br)C1 (3,6-dibromodibenzothiophene), C1(=CC=CC=C1)N1C2=CC=CC=C2C=2C=C(C=CC12)B(O)O (9-phenyl-9H-carbazole-3-boronic acid), C(=O)([O-])[O-].[Na+].[Na+] (Na2CO3). The reagents and catalysts are C1(=CC=CC=C1)P(C1=CC=CC=C1)(C1=CC=CC=C1)[Pd-4](P(C1=CC=CC=C1)(C1=CC=CC=C1)C1=CC=CC=C1)(P(C1=CC=CC=C1)(C1=CC=CC=C1)C1=CC=CC=C1)P(C1=CC=CC=C1)(C1=CC=CC=C1)C1=CC=CC=C1 (tetrakistriphenylphosphinopalladium(0)). Solvent: CN(C)C=O (DMF). Yields the product BrC1=CC=CC=2C3=C(SC21)C=C(C=C3)C=3C=CC=2N(C1=CC=CC=C1C2C3)C3=CC=CC=C3 (3-(6-Bromodibenzothiophen-3-yl)-9-phenyl-9H-carbazole). Reaction SMILES: Br[C:2]1[CH:3]=[CH:4][C:5]2[C:9]3[CH:10]=[CH:11][CH:12]=[C:13]([Br:14])[C:8]=3[S:7][C:6]=2[CH:15]=1.[C:16]1([N:22]2[C:34]3[CH:33]=[CH:32][C:31](B(O)O)=[CH:30][C:29]=3[C:28]3[C:23]2=[CH:24][CH:25]=[CH:26][CH:27]=3)[CH:21]=[CH:20][CH:19]=[CH:18][CH:17]=1.C([O-])([O-])=O.[Na+].[Na+]>CN(C=O)C.C1(P([Pd-4](P(C2C=CC=CC=2)(C2C=CC=CC=2)C2C=CC=CC=2)(P(C2C=CC=CC=2)(C2C=CC=CC=2)C2C=CC=CC=2)P(C2C=CC=CC=2)(C2C=CC=CC=2)C2C=CC=CC=2)(C2C=CC=CC=2)C2C=CC=CC=2)C=CC=CC=1>[Br:14][C:13]1[C:8]2[S:7][C:6]3[CH:15]=[C:2]([C:31]4[CH:32]=[CH:33][C:34]5[N:22]([C:16]6[CH:21]=[CH:20][CH:19]=[CH:18][CH:17]=6)[C:23]6[C:28]([C:29]=5[CH:30]=4)=[CH:27][CH:26]=[CH:25][CH:24]=6)[CH:3]=[CH:4][C:5]=3[C:9]=2[CH:10]=[CH:11][CH:12]=1 |f:2.3.4|. Reported procedure: 2.47 g (8.1 mmol) of tetrakistriphenylphosphinopalladium(0) are added to a vigorously stirred suspension of 6.8 g (20 mmol) of 3,6-dibromodibenzothiophene, 15 g (40 mmol) of 9-phenyl-9H-carbazole-3-boronic acid and 63.9 g (127 mmol) of Na2CO3 in 500 ml of DMF, and the mixture is subsequently heated under reflux for 16 h. After cooling, the precipitated solid is filtered off with suction, washed three times with 50 ml of toluene, three times with 50 ml of ethanol:water (1:1, v:v) and three times ...